From a dataset of the Open Reaction Database (ORD), a public repository of structured organic reaction records. describe an organic reaction: reactants, conditions, products, and yield Starting materials: O=C1CCC(=O)N1Br, C[SiH2]OC(C)(c1ccc2c(n1)N1C(C)CN(C(=O)OC(C)(C)C)CC1C2)C(C)(C)C(C)C, CCOC(C)=O, C1CCOC1. Product: C[SiH2]OC(C)(c1nc2c(cc1Br)CC1CN(C(=O)OC(C)(C)C)CC(C)N21)C(C)(C)C(C)C. As a reaction SMILES: [Br:33][N:34]1[C:35](=[O:36])[CH2:37][CH2:38][C:39]1=[O:40].[C:1]([CH3:2])([CH3:3])([CH3:4])[O:5][C:6](=[O:7])[N:8]1[CH2:9][CH:10]2[CH2:11][c:12]3[cH:13][cH:14][c:15]([C:22]([O:23][SiH2:24][CH3:25])([C:26]([CH:27]([CH3:28])[CH3:29])([CH3:30])[CH3:31])[CH3:32])[n:16][c:17]3[N:18]2[CH:19]([CH3:21])[CH2:20]1.[CH3:46][CH2:47][O:48][C:49](=[O:50])[CH3:51].[O:41]1[CH2:42][CH2:43][CH2:44][CH2:45]1>>[C:1]([CH3:2])([CH3:3])([CH3:4])[O:5][C:6](=[O:7])[N:8]1[CH2:9][CH:10]2[CH2:11][c:12]3[cH:13][c:14]([Br:33])[c:15]([C:22]([O:23][SiH2:24][CH3:25])([C:26]([CH:27]([CH3:28])[CH3:29])([CH3:30])[CH3:31])[CH3:32])[n:16][c:17]3[N:18]2[CH:19]([CH3:21])[CH2:20]1. Starting materials: BrC1=C(C=C(C=C1)[N+](=O)[O-])OC (1-bromo-2-methoxy-4-nitrobenzene), Br[Zn]C1=NC=CC=C1 (bromo(pyridin-2-yl)zinc), tetrakis(triphenlyphosphine)palladium(0). The solvent is C1CCOC1 (THF). Conditions: temperature 63 celsius. Yields the product COC1=C(C=CC(=C1)[N+](=O)[O-])C1=NC=CC=C1 (2-(2-methoxy-4-nitrophenyl)pyridine). RXN SMILES: Br[C:2]1[CH:7]=[CH:6][C:5]([N+:8]([O-:10])=[O:9])=[CH:4][C:3]=1[O:11][CH3:12].Br[Zn][C:15]1[CH:20]=[CH:19][CH:18]=[CH:17][N:16]=1>C1COCC1>[CH3:12][O:11][C:3]1[CH:4]=[C:5]([N+:8]([O-:10])=[O:9])[CH:6]=[CH:7][C:2]=1[C:15]1[CH:20]=[CH:19][CH:18]=[CH:17][N:16]=1. Procedure details: A solution of 1-bromo-2-methoxy-4-nitrobenzene (7 g, 30.17 mmol), bromo(pyridin-2-yl)zinc (80 mL of 0.5M in THF, 40 mmol), tetrakis(triphenlyphosphine)palladium(0) (1.7 g, 1.47 mmol) in 70 mL THF was degassed with nitrogen for 10 minutes, then heated at 63° C. for 6 hr. The reaction mixture was quenched with H2O (30 mL), then extracted with EtOAc (3×30 mL) and the combined organic extracts washed with brine. The organic phase was dried over Na2SO4 and concentrated in vacuo. The crude purified by... Reactants: CC(C)n1c(C(=O)O)cc2cc(OCc3ccccc3)ccc21, CCOC(C)=O, CCO. Yields the product CC(C)n1c(C(=O)O)cc2cc(O)ccc21. RXN SMILES: [CH2:1]([c:2]1[cH:3][cH:4][cH:5][cH:6][cH:7]1)[O:8][c:9]1[cH:10][c:11]2[cH:12][c:13]([C:21](=[O:22])[OH:23])[n:14]([CH:18]([CH3:19])[CH3:20])[c:15]2[cH:16][cH:17]1.[CH3:24][CH2:25][O:26][C:27](=[O:28])[CH3:29].[CH3:30][CH2:31][OH:32]>>[OH:8][c:9]1[cH:10][c:11]2[cH:12][c:13]([C:21](=[O:22])[OH:23])[n:14]([CH:18]([CH3:19])[CH3:20])[c:15]2[cH:16][cH:17]1. The reactants are Cl (HCl), C(C)OC(=O)C1(CN(CCC1)C(=O)OC(C)(C)C)CC1=CC=C(C=C1)Cl (Ethyl-3-(4-chlorobenzyl)-N-Boc-piperidin-3-caroxylate), ice, [OH-].[Na+] (NaOH). The solvent is C(C)(C)O (isopropyl alcohol). The product is C(=O)(OC(C)(C)C)N1CC(CCC1)(C(=O)O)CC1=CC=C(C=C1)Cl (N-boc-3-(4-chlorobenzyl)piperidin-3-carboxylic acid). Isolated yield 83.4%. Reaction SMILES: C([O:3][C:4]([C:6]1([CH2:19][C:20]2[CH:25]=[CH:24][C:23]([Cl:26])=[CH:22][CH:21]=2)[CH2:11][CH2:10][CH2:9][N:8]([C:12]([O:14][C:15]([CH3:18])([CH3:17])[CH3:16])=[O:13])[CH2:7]1)=[O:5])C.[OH-].[Na+].Cl>C(O)(C)C>[C:12]([N:8]1[CH2:9][CH2:10][CH2:11][C:6]([CH2:19][C:20]2[CH:21]=[CH:22][C:23]([Cl:26])=[CH:24][CH:25]=2)([C:4]([OH:5])=[O:3])[CH2:7]1)([O:14][C:15]([CH3:17])([CH3:18])[CH3:16])=[O:13] |f:1.2|. Procedure: A suspension of Ethyl-3-(4-chlorobenzyl)-N-Boc-piperidin-3-caroxylate (36.4 g, 0.105 mol) in isopropyl alcohol (300 mL) was treated with 10N NaOH (300 mL). The mixture was heated at reflux for 48 hours. The reaction was cooled to room temperature and carefully neutralized by pouting over 1 L of crashed ice and adding 6 N HCl until pH 3. The mixture was then extracted with ethyl acetate (3×500 mL). The combined organic extracts were dried over anhydrous magnesium sulfate, filtered, and concentrat... Reactants: CCN=C=NCCCN(C)C, CCN(C(C)C)C(C)C, COc1ccc(Cn2nc(C3=CCN(C(=O)OC(C)(C)C)CC3)c3c(Oc4ccc(N)cc4F)ccnc32)cc1, Cl, O=C(O)c1ccnn(-c2ccc(F)cc2)c1=O, CN(C)C=O, On1nnc2ccccc21. Product: COc1ccc(Cn2nc(C3=CCN(C(=O)OC(C)(C)C)CC3)c3c(Oc4ccc(NC(=O)c5ccnn(-c6ccc(F)cc6)c5=O)cc4F)ccnc32)cc1. Reaction SMILES: [CH2:59]([N:60]=[C:61]=[N:62][CH2:63][CH2:64][CH2:65][N:66]([CH3:67])[CH3:68])[CH3:69].[CH2:80]([N:81]([CH:82]([CH3:83])[CH3:84])[CH:85]([CH3:86])[CH3:87])[CH3:88].[CH3:1][O:2][c:3]1[cH:4][cH:5][c:6]([CH2:7][n:8]2[n:9][c:10]([C:26]3=[CH:27][CH2:28][N:29]([C:32](=[O:33])[O:34][C:35]([CH3:36])([CH3:37])[CH3:38])[CH2:30][CH2:31]3)[c:11]3[c:12]2[n:13][cH:14][cH:15][c:16]3[O:17][c:18]2[c:19]([F:25])[cH:20][c:21]([NH2:24])[cH:22][cH:23]2)[cH:39][cH:40]1.[ClH:58].[F:41][c:42]1[cH:43][cH:44][c:45](-[n:48]2[n:49][cH:50][cH:51][c:52]([C:55](=[O:56])[OH:57])[c:53]2=[O:54])[cH:46][cH:47]1.[O:89]=[CH:90][N:91]([CH3:92])[CH3:93].[n:70]1([OH:71])[c:72]2[cH:73][cH:74][cH:75][cH:76][c:77]2[n:78][n:79]1>>[CH3:1][O:2][c:3]1[cH:4][cH:5][c:6]([CH2:7][n:8]2[n:9][c:10]([C:26]3=[CH:27][CH2:28][N:29]([C:32](=[O:33])[O:34][C:35]([CH3:36])([CH3:37])[CH3:38])[CH2:30][CH2:31]3)[c:11]3[c:12]2[n:13][cH:14][cH:15][c:16]3[O:17][c:18]2[c:19]([F:25])[cH:20][c:21]([NH:24][C:55]([c:52]3[cH:51][cH:50][n:49][n:48](-[c:45]4[cH:44][cH:43][c:42]([F:41])[cH:47][cH:46]4)[c:53]3=[O:54])=[O:56])[cH:22][cH:23]2)[cH:39][cH:40]1. RXN SMILES: B.CC(=CC)C.[CH2:7]([C:10]1[CH:19]=[CH:18][C:17]2[C:12](=[CH:13][CH:14]=[CH:15][CH:16]=2)[C:11]=1[O:20][CH2:21][C:22]1[CH:27]=[CH:26][CH:25]=[CH:24][CH:23]=1)[CH:8]=[CH2:9].[OH-:28].[Na+].OO>O1CCCC1.O>[OH:28][CH2:9][CH2:8][CH2:7][C:10]1[CH:19]=[CH:18][C:17]2[C:12](=[CH:13][CH:14]=[CH:15][CH:16]=2)[C:11]=1[O:20][CH2:21][C:22]1[CH:27]=[CH:26][CH:25]=[CH:24][CH:23]=1 |f:3.4|. Run at time 2 hour. Yield: 55.0%. Yields the product OCCCC1=C(C2=CC=CC=C2C=C1)OCC1=CC=CC=C1 (2-(3-Hydroxypropyl)-1-benzyloxynaphthalene). Solvent: O1CCCC1 (tetrahydrofuran), O (Water). Starting materials: C(C=C)C1=C(C2=CC=CC=C2C=C1)OCC1=CC=CC=C1 (2-(2-propenyl)-1-benzyloxynaphthalene), B (borane), CC(C)=CC (2-methyl-2-butene), [OH-].[Na+] (sodium hydroxide), OO (hydrogen peroxide). Procedure details: A solution of borane (1.0M in tetrahydrofuran; 100 mL, 0.100 mole) was treated at 0° with a solution of 2-methyl-2-butene (2.0M in tetrahydrofuran; 100 mL. 0.200 mole) over 40 minutes and the resulting solution stirred at 0° for 2 hours. A solution of 2-(2-propenyl)-1-benzyloxynaphthalene (27.40 g, 0.100 mole) in dry tetrahydrofuran (50 mL) was added over 25 minutes, and stirring was continued for 40 minutes. Water (4.0 mL) was then added, followed by 3.0% aqueous sodium hydroxide (34 mL), follo... Reactants: C(C1=CC=CC=C1)OC1=C(C=C(C(=C1)S(=O)(=O)C1=CC=C(C=C1)OC)F)C1=CC(=CC=C1)F (2-(benzyloxy)-3′,5-difluoro-4-[(4-methoxyphenyl)sulfonyl]biphenyl), C(C)(=O)O (acetic acid), [H][H] (hydrogen). Reagents/catalysts: [Pd] (Pd/C). The product is FC=1C=C(C=CC1S(=O)(=O)C1=CC=C(C=C1)OC)C=1C(=CC=C(C1)F)O (3′,5-difluoro-4′-[(4-methoxyphenyl)sulfonyl]biphenyl-2-ol). As a reaction SMILES: C(O[C:9]1[CH:14]=[C:13]([S:15]([C:18]2[CH:23]=[CH:22][C:21]([O:24][CH3:25])=[CH:20][CH:19]=2)(=[O:17])=[O:16])[C:12]([F:26])=[CH:11][C:10]=1[C:27]1[CH:32]=[CH:31][CH:30]=[C:29]([F:33])[CH:28]=1)C1C=CC=CC=1.[H][H].C(O)(=[O:38])C>[Pd]>[F:26][C:12]1[CH:11]=[C:10]([C:27]2[C:32]([OH:38])=[CH:31][CH:30]=[C:29]([F:33])[CH:28]=2)[CH:9]=[CH:14][C:13]=1[S:15]([C:18]1[CH:23]=[CH:22][C:21]([O:24][CH3:25])=[CH:20][CH:19]=1)(=[O:16])=[O:17]. Procedure: A suspension of the product of step (ii) (838 mg) in acetic acid (30 ml) and 10% Pd/C (200 mg) was stirred under 2 bar pressure of hydrogen for 30 min. The catalyst was removed by filtration and the filtrate was evaporated to give the subtitle compound, yield 630 mg. Starting materials: Cl (HCl), C1(=CC=C(C=C1)C12CC(CC2C1)=O)C (1-p-tolyl-bicyclo[3.1.0]hexan-3-one), CNC (dimethylamine), [BH3-]C#N.[Na+] (NaCNBH3), CO (methanol). Conditions: time 8 hour. Yields the product Cl.CN(C1CC2(CC2C1)C1=CC=C(C=C1)C)C (N,N-dimethyl-1-p-tolyl-bicyclo[3.1.0]hexan-3-amine hydrochloride), Cl.C(C)OCC (HCl diethyl ether). Reaction SMILES: [C:1]1([CH3:14])[CH:6]=[CH:5][C:4]([C:7]23[CH2:12][CH:11]2[CH2:10][C:9](=O)[CH2:8]3)=[CH:3][CH:2]=1.[CH3:15][NH:16][CH3:17].[BH3-][C:19]#N.[Na+].[ClH:22].[CH3:23][OH:24]>>[ClH:22].[CH3:15][N:16]([CH3:17])[CH:9]1[CH2:10][CH:11]2[C:7]([C:4]3[CH:5]=[CH:6][C:1]([CH3:14])=[CH:2][CH:3]=3)([CH2:12]2)[CH2:8]1.[ClH:22].[CH2:23]([O:24][CH2:1][CH3:2])[CH3:19] |f:2.3,6.7,8.9|. Procedure details: To a solution of 1-p-tolyl-bicyclo[3.1.0]hexan-3-one (147 mg; 0.79 mmol) in methanol (4 mL) was added dimethylamine (2M in THF; 1.6 mL) and NaCNBH3 (64.5 mg; 1.03 mmol; 1.3 eq). The mixture was stirred at room temperature overnight. The reaction mixture was cooled to 10° C., and acidified with 1 N HCl (5 mL). The reaction mixture was concentrated at 30° C., and the resulting aqueous layer was diluted with H2O (9 mL). The aqueous layer was then extracted with ethyl acetate (10 mL) to remove nonpo...